Dataset: the Open Reaction Database (ORD), a public repository of structured organic reaction records. Task: describe an organic reaction: reactants, conditions, products, and yield Starting materials: CC1CN(C(=O)OC(C)(C)C)CC2Cc3ccc(O)nc3N12, CI, CN(C)C=O, [H-], [Na+]. Product: COc1ccc2c(n1)N1C(C)CN(C(=O)OC(C)(C)C)CC1C2. As a reaction SMILES: [C:1]([CH3:2])([CH3:3])([CH3:4])[O:5][C:6](=[O:7])[N:8]1[CH2:9][CH:10]2[CH2:11][c:12]3[cH:13][cH:14][c:15]([OH:22])[n:16][c:17]3[N:18]2[CH:19]([CH3:21])[CH2:20]1.[CH3:25][I:26].[CH3:27][N:28]([CH3:29])[CH:30]=[O:31].[H-:23].[Na+:24]>>[C:1]([CH3:2])([CH3:3])([CH3:4])[O:5][C:6](=[O:7])[N:8]1[CH2:9][CH:10]2[CH2:11][c:12]3[cH:13][cH:14][c:15]([O:22][CH3:25])[n:16][c:17]3[N:18]2[CH:19]([CH3:21])[CH2:20]1. Starting materials: FC(C(=O)O)(F)F (trifluoroacetic acid), ClC1=C(C=CC=C1)C=1N(C2=NC(=NC(=C2N1)N1CCN(CC1)CC)C)CCNC(OC(C)(C)C)=O (tert-butyl N-[2-[8-(2-chlorophenyl)-6-(4-ethylpiperazin-1-yl)-2-methyl-purin-9-yl]ethyl]carbamate). Solvent: ClCCl (dichloromethane). Reaction conditions: time 2 hour. The product is ClC1=C(C=CC=C1)C=1N(C2=NC(=NC(=C2N1)N1CCN(CC1)CC)C)CCN (2-[8-(2-chlorophenyl)-6-(4-ethylpiperazin-1-yl)-2-methyl-purin-9-yl]ethanamine). The yield is 62.5%. As a reaction SMILES: FC(F)(F)C(O)=O.[Cl:8][C:9]1[CH:14]=[CH:13][CH:12]=[CH:11][C:10]=1[C:15]1[N:16]([CH2:33][CH2:34][NH:35]C(=O)OC(C)(C)C)[C:17]2[C:22]([N:23]=1)=[C:21]([N:24]1[CH2:29][CH2:28][N:27]([CH2:30][CH3:31])[CH2:26][CH2:25]1)[N:20]=[C:19]([CH3:32])[N:18]=2>ClCCl>[Cl:8][C:9]1[CH:14]=[CH:13][CH:12]=[CH:11][C:10]=1[C:15]1[N:16]([CH2:33][CH2:34][NH2:35])[C:17]2[C:22]([N:23]=1)=[C:21]([N:24]1[CH2:25][CH2:26][N:27]([CH2:30][CH3:31])[CH2:28][CH2:29]1)[N:20]=[C:19]([CH3:32])[N:18]=2. Procedure: Add trifluoroacetic acid (3 mL) to a solution of tert-butyl N-[2-[8-(2-chlorophenyl)-6-(4-ethylpiperazin-1-yl)-2-methyl-purin-9-yl]ethyl]carbamate (0.6 g, 1.2 mmol) in dichloromethane (3 mL) at 0° C. and stir for 2 h at room temperature. Quench the reaction mixture with saturated aqueous sodium bicarbonate solution, and extract with dichloromethane. Dry the organic layer over anhydrous sodium sulfate, filter, and concentrate to give a residue. Purify the residue on a silica gel column using dich... Reactants: COC=1C=C(C=C(C1OC)OC)C1=CC2=NC=CC(=C2O1)C=1C=C(C(=O)O)C=CC1 (3-[2-(3,4,5-trimethoxyphenyl)furo[3,2-b]pyridin-7-yl]benzoic acid), CN(CCCN)C (N,N-dimethyltrimethylendiamin). The product is CN(CCCNC(C1=CC(=CC=C1)C1=C2C(=NC=C1)C=C(O2)C2=CC(=C(C(=C2)OC)OC)OC)=O)C (N-(3-dimethylaminopropyl)-3-[2-(3,4,5-trimethoxyphenyl)furo[3,2-b]pyridin-7-yl]benzamide). The yield is 33.0%. RXN SMILES: [CH3:1][O:2][C:3]1[CH:4]=[C:5]([C:13]2[O:21][C:20]3[C:15](=[N:16][CH:17]=[CH:18][C:19]=3[C:22]3[CH:23]=[C:24]([CH:28]=[CH:29][CH:30]=3)[C:25]([OH:27])=O)[CH:14]=2)[CH:6]=[C:7]([O:11][CH3:12])[C:8]=1[O:9][CH3:10].[CH3:31][N:32]([CH3:37])[CH2:33][CH2:34][CH2:35][NH2:36]>>[CH3:31][N:32]([CH3:37])[CH2:33][CH2:34][CH2:35][NH:36][C:25](=[O:27])[C:24]1[CH:28]=[CH:29][CH:30]=[C:22]([C:19]2[CH:18]=[CH:17][N:16]=[C:15]3[CH:14]=[C:13]([C:5]4[CH:6]=[C:7]([O:11][CH3:12])[C:8]([O:9][CH3:10])=[C:3]([O:2][CH3:1])[CH:4]=4)[O:21][C:20]=23)[CH:23]=1. Procedure: Starting from 3-[2-(3,4,5-trimethoxyphenyl)furo[3,2-b]pyridin-7-yl]benzoic acid (0.062 mmol) and N,N-dimethyltrimethylendiamin (0.064 mmol) the product is prepared analogously to “A43” and obtained as yellow solid in a yield of 33%. HPLC (method A): Rt 2.45 min (purity 99.3%); LCMS (ESI+) (method E): Rt 1.56 min, M+H+ 490.3 m/z; 1H NMR (500 MHz, DMSO-d6) δ [ppm] 8.82 (s, 1H), 8.77-8.68 (m, 1H), 8.60 (d, J=5.1, 1H), 8.27 (d, J=7.8, 1H), 8.01 (d, J=7.8, 1H), 7.78 (s, 1H), 7.77-7.69 (m, 2H), 7.37 (... Starting materials: CC(=O)O, Cl, O, CCCCCCCCCCCCCCc1ccc(O)c(C(=O)CCCCC)c1. Yields the product CCCCCCCCCCCCCCc1ccc(O)c(CCCCCC)c1. Reaction SMILES: [CH3:31][C:32](=[O:33])[OH:34].[ClH:29].[OH2:30].[OH:1][c:2]1[c:3]([C:22]([CH2:23][CH2:24][CH2:25][CH2:26][CH3:27])=[O:28])[cH:4][c:5]([CH2:8][CH2:9][CH2:10][CH2:11][CH2:12][CH2:13][CH2:14][CH2:15][CH2:16][CH2:17][CH2:18][CH2:19][CH2:20][CH3:21])[cH:6][cH:7]1>>[OH:1][c:2]1[c:3]([CH2:22][CH2:23][CH2:24][CH2:25][CH2:26][CH3:27])[cH:4][c:5]([CH2:8][CH2:9][CH2:10][CH2:11][CH2:12][CH2:13][CH2:14][CH2:15][CH2:16][CH2:17][CH2:18][CH2:19][CH2:20][CH3:21])[cH:6][cH:7]1. Starting materials: C1CCNCC1, CCO, COC(=O)Nc1cc(NC2CC2)n2ncc(C=O)c2n1, O=C1CNC(=O)N1. Yields the product COC(=O)Nc1cc(NC2CC2)n2ncc(C=C3NC(=O)NC3=O)c2n1. Reaction SMILES: [CH2:28]1[CH2:29][CH2:30][NH:31][CH2:32][CH2:33]1.[CH3:34][CH2:35][OH:36].[CH:1]1([NH:4][c:5]2[cH:6][c:7]([NH:16][C:17]([O:18][CH3:19])=[O:20])[n:8][c:9]3[n:10]2[n:11][cH:12][c:13]3[CH:14]=[O:15])[CH2:2][CH2:3]1.[O:21]=[C:22]1[CH2:23][NH:24][C:25](=[O:26])[NH:27]1>>[CH:1]1([NH:4][c:5]2[cH:6][c:7]([NH:16][C:17]([O:18][CH3:19])=[O:20])[n:8][c:9]3[n:10]2[n:11][cH:12][c:13]3[CH:14]=[C:23]2[C:22](=[O:21])[NH:27][C:25](=[O:26])[NH:24]2)[CH2:2][CH2:3]1. Yields the product CN(CC(=O)O)CP(=O)(O)O (N-methylglyphosate). The reactants are P(=O)(O)(O)CNCC(=O)O (N-phosphonomethylglycine), C(C(=O)O)NCP(=O)(O)O (glyphosate), P(=O)(O)(O)CN[C@@H](C)C(=O)O (N-phosphonomethylalanine). Reaction SMILES: [P:1]([CH2:5][NH:6][CH2:7][C:8]([OH:10])=[O:9])([OH:4])([OH:3])=[O:2].P([CH2:15]N[C@H](C(O)=O)C)(O)(O)=O>>[CH3:15][N:6]([CH2:5][P:1]([OH:4])([OH:3])=[O:2])[CH2:7][C:8]([OH:10])=[O:9]. Reported procedure: Liquid chromatography analysis of the recrystallized product showed that N-phosphonomethylglycine was present along with a sister compound whose peak on the chromatogram was of an intensity equal to that exhibited by glyphosate. The sister compound was understood to be N-phosphonomethylalanine. No N-methylglyphosate was formed, but a measurable trace of N-formylglyphosate was observed.